describe an organic reaction: reactants, conditions, products, and yield From a dataset of the Open Reaction Database (ORD), a public repository of structured organic reaction records. The reactants are CC1(C)C(=O)N(Br)C(=O)N1Br, CC(C)(C)OC(=O)N1CCN(c2ccc(-c3ccc4c(N)ncnn34)cc2)CC1, C1CCOC1. Product: CC(C)(C)OC(=O)N1CCN(c2ccc(-c3cc(Br)c4c(N)ncnn34)cc2)CC1. Reaction SMILES: [Br:30][N:31]1[C:32]([CH3:33])([CH3:34])[C:35](=[O:36])[N:37]([Br:38])[C:39]1=[O:40].[NH2:1][c:2]1[n:3][cH:4][n:5][n:6]2[c:7]1[cH:8][cH:9][c:10]2-[c:11]1[cH:12][cH:13][c:14]([N:17]2[CH2:18][CH2:19][N:20]([C:23](=[O:24])[O:25][C:26]([CH3:27])([CH3:28])[CH3:29])[CH2:21][CH2:22]2)[cH:15][cH:16]1.[O:41]1[CH2:42][CH2:43][CH2:44][CH2:45]1>>[NH2:1][c:2]1[n:3][cH:4][n:5][n:6]2[c:7]1[c:8]([Br:30])[cH:9][c:10]2-[c:11]1[cH:12][cH:13][c:14]([N:17]2[CH2:18][CH2:19][N:20]([C:23](=[O:24])[O:25][C:26]([CH3:27])([CH3:28])[CH3:29])[CH2:21][CH2:22]2)[cH:15][cH:16]1.